This data is from the Open Reaction Database (ORD), a public repository of structured organic reaction records. The task is: describe an organic reaction: reactants, conditions, products, and yield The reactants are C1CCOC1, COC(=O)C1C(N)=NC=C(c2cccc(CO)c2)N1C, O=S(Cl)Cl, c1ccncc1. The product is COC(=O)C1C(N)=NC=C(c2cccc(CCl)c2)N1C. RXN SMILES: [CH2:31]1[O:32][CH2:33][CH2:34][CH2:35]1.[NH2:1][C:2]1=[N:7][CH:6]=[C:5]([c:8]2[cH:9][c:10]([CH2:14][OH:15])[cH:11][cH:12][cH:13]2)[N:4]([CH3:16])[CH:3]1[C:17](=[O:18])[O:19][CH3:20].[S:27]([Cl:28])([Cl:29])=[O:30].[cH:21]1[cH:22][cH:23][n:24][cH:25][cH:26]1>>[NH2:1][C:2]1=[N:7][CH:6]=[C:5]([c:8]2[cH:9][c:10]([CH2:14][Cl:29])[cH:11][cH:12][cH:13]2)[N:4]([CH3:16])[CH:3]1[C:17](=[O:18])[O:19][CH3:20]. Starting materials: CC1(C)COc2ccc(Br)cc21, C1CCOC1, [Li]CCCC, CN(C)C=O, O. Yields the product CC1(C)COc2ccc(C=O)cc21. As a reaction SMILES: [Br:1][c:2]1[cH:3][cH:4][c:5]2[c:6]([cH:12]1)[C:7]([CH3:10])([CH3:11])[CH2:8][O:9]2.[CH2:24]1[O:25][CH2:26][CH2:27][CH2:28]1.[CH3:13][CH2:14][CH2:15][CH2:16][Li:17].[O:18]=[CH:19][N:20]([CH3:21])[CH3:22].[OH2:23]>>[c:2]1([CH:19]=[O:18])[cH:3][cH:4][c:5]2[c:6]([cH:12]1)[C:7]([CH3:10])([CH3:11])[CH2:8][O:9]2. The product is C(CC)OC=1C=C(C=O)C=CC1 (3-Propoxybenzaldehyde). Solvent: CC(CC)=O (2-butanone). Reaction SMILES: [OH:1][C:2]1[CH:3]=[C:4]([CH:7]=[CH:8][CH:9]=1)[CH:5]=[O:6].[CH2:10](I)[CH2:11][CH3:12].C(=O)([O-])[O-].[K+].[K+]>CC(=O)CC>[CH2:10]([O:1][C:2]1[CH:3]=[C:4]([CH:7]=[CH:8][CH:9]=1)[CH:5]=[O:6])[CH2:11][CH3:12] |f:2.3.4|. Reaction conditions: time 17 hour. Procedure details: Combine 3-hydroxybenzaldehyde (7.50 gm; 61.4 mmol), n-propyl iodide (17.3. gm; 102 mmol), and potassium carbonate (16.90 gm; 122 mmol) in 2-butanone (100 mL) and reflux. After 17 h, allow the mixture to cool to room temperature, decant the solution and concentrate by rotary evaporation. Partition the residue between diethyl ether (150 mL) and water (150 mL), separate the layers and extract the aqueous layer with diethyl ether (2×100 mL). Combine organic layers and wash with water, 1 N NaOH, and ... The reactants are OC=1C=C(C=O)C=CC1 (3-hydroxybenzaldehyde), C(CC)I (n-propyl iodide), C([O-])([O-])=O.[K+].[K+] (potassium carbonate). Reactants: O (water), C(C)(=O)OC(C)=O (acetic anhydride), C(C)(=O)O[C@@H]1[C@]2(C)[C@@H](CC1)[C@@H]1CCC3=CC(CCC3=C1[C@H](C2)CCCCCCCCO)=O (17beta-(acetyloxy) 11beta-(8-hydroxy octyl)-estra-4,9-dien-3-one), [Cl-].[NH4+] (ammonium chloride). Reagents/catalysts: CN(C1=CC=NC=C1)C (4-(dimethylamino) pyridine). Solvent: CO (methanol), N1=CC=CC=C1 (pyridine). Reaction conditions: time 1 hour. The product is C(C)(=O)O[C@@H]1[C@]2(C)[C@@H](CC1)[C@@H]1CCC3=CC(CCC3=C1[C@H](C2)CCCCCCCCOC(C)=O)=O (17beta-acetyloxy 11beta-[8-(acetyloxy)octyl]estra-4,9-dien-3-one). RXN SMILES: [C:1](OC(=O)C)(=[O:3])[CH3:2].[C:8]([O:11][C@H:12]1[CH2:17][CH2:16][C@H:15]2[C@H:18]3[C:27]([C@@H:28]([CH2:30][CH2:31][CH2:32][CH2:33][CH2:34][CH2:35][CH2:36][CH2:37][OH:38])[CH2:29][C@:13]12[CH3:14])=[C:26]1[C:21](=[CH:22][C:23](=[O:39])[CH2:24][CH2:25]1)[CH2:20][CH2:19]3)(=[O:10])[CH3:9].O.[Cl-].[NH4+]>CN(C)C1C=CN=CC=1.N1C=CC=CC=1.CO>[C:8]([O:11][C@H:12]1[CH2:17][CH2:16][C@H:15]2[C@H:18]3[C:27]([C@@H:28]([CH2:30][CH2:31][CH2:32][CH2:33][CH2:34][CH2:35][CH2:36][CH2:37][O:38][C:1](=[O:3])[CH3:2])[CH2:29][C@:13]12[CH3:14])=[C:26]1[C:21](=[CH:22][C:23](=[O:39])[CH2:24][CH2:25]1)[CH2:20][CH2:19]3)(=[O:10])[CH3:9] |f:3.4|. Procedure details: 3.6 cm3 of acetic anhydride and 95 mg of 4-(dimethylamino) pyridine are added to a solution of 1.4 g of 17beta-(acetyloxy) 11beta-(8-hydroxy octyl)-estra-4,9-dien-3-one (obtained by a similar process to Stage D of the preparation of Example 50 of the European Patent Application EP 384 842) in 10 cm3 of pyridine. The solution is agitated for one hour at ambient temperature, 5 cm3 of water and 5 cm3 of methanol are added, followed by agitation for ten minutes at 0°/+5° C., the whole is poured into... Starting materials: ClC1=C(C=CC(=C1)Cl)S (2,4-dichlorothiophenol), FC1=C(C=C(C=O)C=C1)C(F)(F)F (4-fluoro-3-trifluoromethylbenzaldehyde), NCCCCCCO (6-amino-1-hexanol), CC1=C(C=CC=C1)S (2-methylthiophenol), ClC1=C(C=O)C=CC=C1 (2-chlorobenzaldehyde), O=C1N(CCC1)CCCN (3-(2-oxopyrrolidin-1-yl)propylamine). Product: CC1=C(C=CC=C1)SC1=C(C=C(C=C1)\C=C\C(=O)NCCCN1C(CCC1)=O)C(F)(F)F ((2-Methylphenyl)[2-trifluoromethyl-4-(E-((3-(2-oxopyrrolidin-1-yl)propylamino)carbonyl)ethenyl)phenyl]sulfide). Reaction SMILES: ClC1C=C(Cl)C=CC=1S.[CH3:10][C:11]1[CH:16]=[CH:15][CH:14]=[CH:13][C:12]=1[SH:17].ClC1C=C[CH:24]=[CH:23][C:20]=1[CH:21]=[O:22].F[C:28]1[CH:35]=[CH:34][C:31]([CH:32]=O)=[CH:30][C:29]=1[C:36]([F:39])([F:38])[F:37].NCCCCCCO.[O:48]=[C:49]1[CH2:53]CC[N:50]1[CH2:54][CH2:55][CH2:56][NH2:57]>>[CH3:10][C:11]1[CH:16]=[CH:15][CH:14]=[CH:13][C:12]=1[S:17][C:28]1[CH:35]=[CH:34][C:31](/[CH:32]=[CH:53]/[C:49]([NH:50][CH2:54][CH2:55][CH2:56][N:57]2[CH2:24][CH2:23][CH2:20][C:21]2=[O:22])=[O:48])=[CH:30][C:29]=1[C:36]([F:39])([F:38])[F:37]. Procedure: The title compound was prepared by the procedures described in Example 1 substituting 2,4-dichlorothiophenol with 2-methylthiophenol, 2-chlorobenzaldehyde with 4-fluoro-3-trifluoromethylbenzaldehyde, and 6-amino-1-hexanol with 3-(2-oxopyrrolidin-1-yl)propylamine. 1H NMR (CDCl3, 300 MHz) δ 7.78 (s, 1H); 7.53 (d, J=15.6 Hz, 1H); 7.49 (d, J=7.2 Hz, 1H); 7.40-7.33 (m, 3H); 7.14 (m, 1H); 6.80 (d, J=8.2 Hz, 1H); 6.43 (d, J=15.6 Hz, 1H); 3.41 (m, 4H); 3.32 (q, J=6.1 Hz, 2H); 2.43 (t, J=6.6 Hz, 2H); 2.3... The reactants are O (water), CO (methanol), C([O-])([O-])=O.[K+].[K+] (potassium carbonate), C(C1=CC=CC=C1)(=O)NC(=S)NC1=CC(=NO1)C(C)C1=CC=C(C=C1)CC(C)C (1-benzoyl-3-{3-[1-(4-isobutyl-phenyl)-ethyl]-isoxazol-5-yl}-thiourea). Solvent: O1CCCC1 (tetrahydrofuran). Reaction conditions: temperature 50 celsius, time 5 hour. The product is C(C(C)C)C1=CC=C(C=C1)C(C)C1=NOC(=C1)NC(=S)N (3-[1-(4-isobutyl-phenyl)-ethyl]-isoxazol-5-yl-thiourea). Isolated yield 448.3%. RXN SMILES: C([NH:9][C:10]([NH:12][C:13]1[O:17][N:16]=[C:15]([CH:18]([C:20]2[CH:25]=[CH:24][C:23]([CH2:26][CH:27]([CH3:29])[CH3:28])=[CH:22][CH:21]=2)[CH3:19])[CH:14]=1)=[S:11])(=O)C1C=CC=CC=1.CO.C(=O)([O-])[O-].[K+].[K+].O>O1CCCC1>[CH2:26]([C:23]1[CH:22]=[CH:21][C:20]([CH:18]([C:15]2[CH:14]=[C:13]([NH:12][C:10]([NH2:9])=[S:11])[O:17][N:16]=2)[CH3:19])=[CH:25][CH:24]=1)[CH:27]([CH3:29])[CH3:28] |f:2.3.4|. Procedure: This thiourea (4.65 g) was dissolved in tetrahydrofuran (50 ml) and then methanol (50 ml) and potassium carbonate (3.15 g) were added, after which the mixture was stirred at 50° C. for 5 hours. To the reaction mixture was added a small amount of water, and the resulting mixture was subjected to extraction with ethyl acetate. The organic layer was washed with a saturated aqueous sodium chloride solution, then dried over sodium sulfate and thereafter concentrated under reduced pressure, to obtain ... Starting materials: OC(CNCCNc1cccc2[nH]ncc12)COc1ccc(OCc2ccccc2)cc1, c1ccc(COc2ccc(OCC3CO3)cc2)cc1, CN(C)C=O, NCCNc1cccc2[nH]ncc12. As a reaction SMILES: [CH2:1]([c:2]1[cH:3][cH:4][cH:5][cH:6][cH:7]1)[O:8][c:9]1[cH:10][cH:11][c:12]([O:13][CH2:14][CH:15]([CH2:16][NH:17][CH2:18][CH2:19][NH:20][c:21]2[c:22]3[cH:23][n:24][nH:25][c:26]3[cH:27][cH:28][cH:29]2)[OH:30])[cH:31][cH:32]1.[CH2:33]([O:34][c:35]1[cH:36][cH:37][c:38]([O:39][CH2:40][c:41]2[cH:42][cH:43][cH:44][cH:45][cH:46]2)[cH:47][cH:48]1)[CH:49]1[O:50][CH2:51]1.[CH3:65][N:66]([CH3:67])[CH:68]=[O:69].[NH2:52][CH2:53][CH2:54][NH:55][c:56]1[cH:57][cH:58][cH:59][c:60]2[c:61]1[cH:62][n:63][nH:64]2>>[OH:8][c:9]1[cH:10][cH:11][c:12]([O:13][CH2:14][CH:15]([CH2:16][NH:17][CH2:18][CH2:19][NH:20][c:21]2[c:22]3[cH:23][n:24][nH:25][c:26]3[cH:27][cH:28][cH:29]2)[OH:30])[cH:31][cH:32]1. Yields the product Oc1ccc(OCC(O)CNCCNc2cccc3[nH]ncc23)cc1. As a reaction SMILES: [C:1]([c:2]1[c:3]([NH2:4])[cH:5][cH:6][cH:7][cH:8]1)(=[O:9])[O:10][CH3:11].[CH3:30][C:31](=[O:32])[O-:33].[Cl:12][CH2:13][CH2:14][N:15]1[CH2:16][CH2:17][N:18]([c:21]2[c:22]([O:27][CH3:28])[cH:23][cH:24][cH:25][cH:26]2)[CH2:19][CH2:20]1.[Na+:29].[OH2:34]>>[C:1]([c:2]1[c:3]([NH:4][CH2:13][CH2:14][N:15]2[CH2:16][CH2:17][N:18]([c:21]3[c:22]([O:27][CH3:28])[cH:23][cH:24][cH:25][cH:26]3)[CH2:19][CH2:20]2)[cH:5][cH:6][cH:7][cH:8]1)(=[O:9])[O:10][CH3:11]. The product is COC(=O)c1ccccc1NCCN1CCN(c2ccccc2OC)CC1. Starting materials: COC(=O)c1ccccc1N, CC(=O)[O-], COc1ccccc1N1CCN(CCCl)CC1, [Na+], O. Reactants: Clc1nc(Br)ns1, CC(C)Oc1ccc(B2OC(C)(C)C(C)(C)O2)cc1C#N, COCCOC, [K+], [K+], [K+], O, O=P([O-])([O-])[O-], c1ccc(P(c2ccccc2)(c2ccccc2)[Pd](P(c2ccccc2)(c2ccccc2)c2ccccc2)(P(c2ccccc2)(c2ccccc2)c2ccccc2)P(c2ccccc2)(c2ccccc2)c2ccccc2)cc1. The product is CC(C)Oc1ccc(-c2nc(Br)ns2)cc1C#N. As a reaction SMILES: [Br:22][c:23]1[n:24][s:25][c:26]([Cl:28])[n:27]1.[CH3:1][CH:2]([CH3:3])[O:4][c:5]1[c:6]([C:7]#[N:8])[cH:9][c:10]([B:13]2[O:14][C:15]([CH3:16])([CH3:17])[C:18]([CH3:19])([CH3:20])[O:21]2)[cH:11][cH:12]1.[CH3:37][O:38][CH2:39][CH2:40][O:41][CH3:42].[K+:34].[K+:35].[K+:36].[OH2:43].[P:29]([O-:30])([O-:31])([O-:32])=[O:33].[cH:44]1[cH:45][cH:46][c:47]([P:48]([Pd:49]([P:50]([c:51]2[cH:52][cH:53][cH:54][cH:55][cH:56]2)([c:57]2[cH:58][cH:59][cH:60][cH:61][cH:62]2)[c:63]2[cH:64][cH:65][cH:66][cH:67][cH:68]2)([P:69]([c:70]2[cH:71][cH:72][cH:73][cH:74][cH:75]2)([c:76]2[cH:77][cH:78][cH:79][cH:80][cH:81]2)[c:82]2[cH:83][cH:84][cH:85][cH:86][cH:87]2)[P:88]([c:89]2[cH:90][cH:91][cH:92][cH:93][cH:94]2)([c:95]2[cH:96][cH:97][cH:98][cH:99][cH:100]2)[c:101]2[cH:102][cH:103][cH:104][cH:105][cH:106]2)([c:107]2[cH:108][cH:109][cH:110][cH:111][cH:112]2)[c:113]2[cH:114][cH:115][cH:116][cH:117][cH:118]2)[cH:119][cH:120]1>>[CH3:1][CH:2]([CH3:3])[O:4][c:5]1[c:6]([C:7]#[N:8])[cH:9][c:10](-[c:26]2[s:25][n:24][c:23]([Br:22])[n:27]2)[cH:11][cH:12]1. Starting materials: C=C(Br)CBr, COC(=O)CC(=O)OC, CN(C)P(=O)(N(C)C)N(C)C, [H-], [Na+]. Product: C=C(Br)CC(C(=O)OC)C(=O)OC. As a reaction SMILES: [Br:12][C:13](=[CH2:14])[CH2:15][Br:16].[C:3]([CH2:4][C:5](=[O:6])[O:7][CH3:8])(=[O:9])[O:10][CH3:11].[CH3:17][N:18]([CH3:19])[P:20]([N:21]([CH3:22])[CH3:23])([N:24]([CH3:25])[CH3:26])=[O:27].[H-:1].[Na+:2]>>[C:3]([CH:4]([C:5](=[O:6])[O:7][CH3:8])[CH2:15][C:13]([Br:12])=[CH2:14])(=[O:9])[O:10][CH3:11].